describe an organic reaction: reactants, conditions, products, and yield From a dataset of the Open Reaction Database (ORD), a public repository of structured organic reaction records. Starting materials: N(=C=O)CCC (isocyanatopropane), Cl.ClC=1C=C2C(=NC1)NC=C2C2=NC=C(C(=N2)N[C@@H]2CNCCC2)F ((S)-2-(5-chloro-1H-pyrrolo[2,3-b]pyridin-3-yl)-5-fluoro-N-(piperidin-3-yl)pyrimidin-4-amine hydrochloride), ClC=1C=C2C(=NC1)NC=C2C2=NC=C(C(=N2)N[C@@H]2CNCCC2)F ((S)-2-(5-chloro-1H-pyrrolo[2,3-b]pyridin-3-yl)-5-fluoro-N-(piperidin-3-yl)pyrimidin-4-amine), C(C)(C)N(CC)C(C)C (N,N-diisopropyl-N-ethylamine). Run in C(Cl)Cl (CH2Cl2), CN(C)C=O (DMF). Run at time 17 hour. Yields the product ClC=1C=C2C(=NC1)NC=C2C2=NC=C(C(=N2)NC2N(CCCC2)C(=O)NC(C)C)F ((2-(5-chloro-1H-pyrrolo[2,3-b]pyridin-3-yl)-5-fluoropyrimidin-4-ylamino)-N-isopropylpiperidine-1-carboxamide). As a reaction SMILES: Cl.[Cl:2][C:3]1[CH:4]=[C:5]2[C:11]([C:12]3[N:17]=[C:16]([NH:18][C@H]4CCCNC4)[C:15]([F:25])=[CH:14][N:13]=3)=[CH:10][NH:9][C:6]2=[N:7][CH:8]=1.ClC1C=C2C(C3N=C(N[C@H:43]4[CH2:48][CH2:47][CH2:46][NH:45][CH2:44]4)C(F)=CN=3)=CNC2=NC=1.[CH:50]([N:53]([CH:56](C)C)CC)([CH3:52])[CH3:51].N(CCC)=C=[O:61]>C(Cl)Cl.CN(C=O)C>[Cl:2][C:3]1[CH:4]=[C:5]2[C:11]([C:12]3[N:17]=[C:16]([NH:18][CH:44]4[CH2:43][CH2:48][CH2:47][CH2:46][N:45]4[C:56]([NH:53][CH:50]([CH3:52])[CH3:51])=[O:61])[C:15]([F:25])=[CH:14][N:13]=3)=[CH:10][NH:9][C:6]2=[N:7][CH:8]=1 |f:0.1|. Procedure details: To a solution of (S)-2-(5-chloro-1H-pyrrolo[2,3-b]pyridin-3-yl)-5-fluoro-N-(piperidin-3-yl)pyrimidin-4-amine hydrochloride, 5b, (0.042 g, 0.100 mmol) in CH2Cl2 (1.4 mL) and DMF (0.3 mL) was added N,N-diisopropyl-N-ethylamine (0.300 mL, 1.720 mmol) followed by isocyanatopropane (0.120 mmol). The reaction mixture was stirred at room temperature for 17 hours. The mixture was concentrated in vacuo, dissolved in 1 mL of DMSO and purified by preparatory HPLC (0.1% ammonium formate-H2O/acetonitrile) to... Starting materials: O1C=CC=C1 (furan), BrC=1C2=CC=CC=C2C=2C=CC=CC2C1 (9-Bromophenanthrene), [NH2-].[Na+] (sodium amide). Solvent: C1CCOC1 (THF). Run at temperature 70 celsius. Yields the product O1C2C=CC1C=1C3=CC=CC=C3C3=CC=CC=C3C21 (1,4-Dihydro-1,4-epoxytriphenylene). RXN SMILES: Br[C:2]1[C:3]2[C:8]([C:9]3[CH:10]=[CH:11][CH:12]=[CH:13][C:14]=3[CH:15]=1)=[CH:7][CH:6]=[CH:5][CH:4]=2.[NH2-].[Na+].[O:18]1[CH:22]=[CH:21][CH:20]=[CH:19]1>C1COCC1>[O:18]1[CH:22]2[C:2]3[C:3]4[C:8]([C:9]5[C:14]([C:15]=3[CH:19]1[CH:20]=[CH:21]2)=[CH:13][CH:12]=[CH:11][CH:10]=5)=[CH:7][CH:6]=[CH:5][CH:4]=4 |f:1.2|. Procedure details: 9-Bromophenanthrene (18.6 g, 72.3 mmol), sodium amide (8.47 g, 217.0 mmol) were charged in a two-necked bottle. The bottle was then vacuumed and purged with nitrogen, and dried THF (120 mL) and furan (78.1 mL, 1.07 mmol) were added to the bottle. The mixture in the bottle was heated to 70° C. for reaction for 24 hours, and the resulting was filtered to remove metal. The filtrate was condensed to remove the solvent, and then purified by chromatography with hexanes to yield A (14.7 g, 83%) as whit...